Task: describe an organic reaction: reactants, conditions, products, and yield. Dataset: the Open Reaction Database (ORD), a public repository of structured organic reaction records Reactants: BrC=1C=C(C=CC1)C1(N=C(C2=C(C=CC=C12)F)N)C1=CC=NC=C1 (1-(3-bromophenyl)-4-fluoro-1-(pyridin-4-yl)-1H-isoindol-3-amine), ClC=1C=C(C=CC1)B(O)O (3-chlorophenylboronic acid). The product is ClC=1C=C(C=CC1)C1=CC(=CC=C1)C1(N=C(C2=C(C=CC=C12)F)N)C1=CC=NC=C1 (1-(3′-Chlorobiphenyl-3-yl)-4-fluoro-1-(pyridin-4-yl)-1H-isoindol-3-amine). Yield: 38.0%. Reaction SMILES: Br[C:2]1[CH:3]=[C:4]([C:8]2([C:19]3[CH:24]=[CH:23][N:22]=[CH:21][CH:20]=3)[C:16]3[C:11](=[C:12]([F:17])[CH:13]=[CH:14][CH:15]=3)[C:10]([NH2:18])=[N:9]2)[CH:5]=[CH:6][CH:7]=1.[Cl:25][C:26]1[CH:27]=[C:28](B(O)O)[CH:29]=[CH:30][CH:31]=1>>[Cl:25][C:26]1[CH:31]=[C:30]([C:2]2[CH:7]=[CH:6][CH:5]=[C:4]([C:8]3([C:19]4[CH:20]=[CH:21][N:22]=[CH:23][CH:24]=4)[C:16]4[C:11](=[C:12]([F:17])[CH:13]=[CH:14][CH:15]=4)[C:10]([NH2:18])=[N:9]3)[CH:3]=2)[CH:29]=[CH:28][CH:27]=1. Procedure details: The title compound was synthesized as described for Example 1 in 38% yield, starting from 1-(3-bromophenyl)-4-fluoro-1-(pyridin-4-yl)-1H-isoindol-3-amine (80 mg, 0.21 mmol) and 3-chlorophenylboronic acid (39.3 mg, 0.25 mmol). The reactants are CS(C)=O, CCOC(C)=O, N#CC1CCCN1C(=O)CCl, [K+], [K+], NC12CC3CC1CC(CN1C(=O)c4ccccc4C1=O)(C3)C2, O=C([O-])[O-]. The product is N#CC1CCCN1C(=O)CNC12CC3CC1CC(CN1C(=O)c4ccccc4C1=O)(C3)C2. RXN SMILES: [CH3:40][S:41]([CH3:42])=[O:43].[CH3:44][CH2:45][O:46][C:47]([CH3:48])=[O:49].[Cl:29][CH2:30][C:31](=[O:32])[N:33]1[CH:34]([C:38]#[N:39])[CH2:35][CH2:36][CH2:37]1.[K+:23].[K+:24].[NH2:1][C:2]12[CH2:3][C:4]3([CH2:11][N:12]4[C:13](=[O:22])[c:14]5[cH:15][cH:16][cH:17][cH:18][c:19]5[C:20]4=[O:21])[CH2:5][CH:6]1[CH2:7][CH:8]([CH2:9]2)[CH2:10]3.[O-:25][C:26]([O-:27])=[O:28]>>[NH:1]([C:2]12[CH2:3][C:4]3([CH2:11][N:12]4[C:13](=[O:22])[c:14]5[cH:15][cH:16][cH:17][cH:18][c:19]5[C:20]4=[O:21])[CH2:5][CH:6]1[CH2:7][CH:8]([CH2:9]2)[CH2:10]3)[CH2:30][C:31](=[O:32])[N:33]1[CH:34]([C:38]#[N:39])[CH2:35][CH2:36][CH2:37]1. The reactants are [OH-].[Na+] (sodium hydroxide), C1(=CC=CC=C1)O (phenol), ClCC(=C)CCl (2-chloromethyl-3-chloro-1-propene). The solvent is O1CCOCC1 (dioxane). The product is O(C1=CC=CC=C1)CC(=C)COC1=CC=CC=C1 (1,1-Di(phenoxymethyl)ethene). Isolated yield 66.3%. RXN SMILES: [C:1]1([OH:7])[CH:6]=[CH:5][CH:4]=[CH:3][CH:2]=1.[OH-:8].[Na+].Cl[CH2:11][C:12]([CH2:14]Cl)=[CH2:13]>O1CCOCC1>[O:7]([CH2:11][C:12]([CH2:14][O:8][C:1]1[CH:6]=[CH:5][CH:4]=[CH:3][CH:2]=1)=[CH2:13])[C:1]1[CH:6]=[CH:5][CH:4]=[CH:3][CH:2]=1 |f:1.2|. Reported procedure: A solution of 2.0 ml (22.7 mmol) of phenol in 40 ml of dioxane was heated to reflux and treated with 0.96 g (23.8 mmol) of sodium hydroxide. After the solid had dissolved, the solution was treated dropwise over a period of 15 min with 1.25 ml (10.8 mmol) of 2-chloromethyl-3-chloro-1-propene. The resulting solution was heated at reflux for 6 h, allowed to cool, and concentrated in vacuo. The residue was taken up in ether, washed with several portions of water, dried over MgSO4, and concentrated t... The reactants are C1NC[C@@H]2CCCC[C@H]12 (cis-Octahydro-1H-isoindole), N(=O)[O-].[Na+] (sodium nitrite). The solvent is O (water), Cl (hydrochloric acid). Yields the product N(=O)C1NC[C@@H]2CCCC[C@H]12 ((3aR,7aS)-nitrosooctahydro-1H-isoindole). Isolated yield 54.6%. Reaction SMILES: [CH2:1]1[C@@H:9]2[C@@H:4]([CH2:5][CH2:6][CH2:7][CH2:8]2)[CH2:3][NH:2]1.[N:10]([O-])=[O:11].[Na+]>Cl.O>[N:10]([CH:1]1[C@@H:9]2[C@@H:4]([CH2:5][CH2:6][CH2:7][CH2:8]2)[CH2:3][NH:2]1)=[O:11] |f:1.2|. Reported procedure: cis-Octahydro-1H-isoindole (1.81 g, 14.5 mmol), which is the compound described in Tetrahedron, 55 (1999) 9439-9454, was dissolved in 1N hydrochloric acid (16 ml), and the mixture was stirred under ice-cooling, sodium nitrite (6.22 g, 90.1 mmol) dissolved in water (20 ml) was gradually added, and the mixture was stirred at the same temperature for 3 hr. The reaction mixture was extracted with diethyl ether, and the organic layer was washed with saturated aqueous sodium hydrogen carbonate and sat... The reactants are [Si](C)(C)(C(C)(C)C)OC(=C)C=1C(=NC=CC1)C#CC1=NC=CC=C1 (3-(1-(tert-butyldimethylsilyloxy)vinyl)-2-(pyridin-2-ylethynyl)pyridine). Reagents/catalysts: [Ag+].FC(S(=O)(=O)[O-])(F)F (trifluormethanesulfonic acid silver salt). Run in C(OC)COC (dimethoxyethane), C(Cl)Cl (DCM). Reaction conditions: temperature 70 celsius, time 7 hour. Yields the product N1=C(C=CC=C1)C=1C=C(C=2C=CC=NC2C1)O (7-(pyridin-2-yl)quinolin-5-ol). The yield is 24.4%. Reaction SMILES: [Si]([O:8][C:9]([C:11]1[C:12]([C:17]#[C:18][C:19]2[CH:24]=[CH:23][CH:22]=[CH:21][N:20]=2)=[N:13][CH:14]=[CH:15][CH:16]=1)=[CH2:10])(C(C)(C)C)(C)C>C(COC)OC.C(Cl)Cl.[Ag+].FC(F)(F)S([O-])(=O)=O>[N:20]1[CH:21]=[CH:22][CH:23]=[CH:24][C:19]=1[C:18]1[CH:10]=[C:9]([OH:8])[C:11]2[CH:16]=[CH:15][CH:14]=[N:13][C:12]=2[CH:17]=1 |f:3.4|. Procedure: 1.025 g 3-(1-(tert-butyldimethylsilyloxy)vinyl)-2-(pyridin-2-ylethynyl)pyridine was dissolved in 100 mL dimethoxyethane and 126 mg of trifluormethanesulfonic acid silver salt added and stirred 7 h at 70° C. The mixture is diluted with DCM and extracted with saturated NaHCO3 solution (3×). The organic phase was dried (MgSO4) and concentrated in vacuo. The residual mixture was dissolved in 10 mL THF, 1.2 mL of tertbutylammoniumfluoride in THF (1N) was added and the mixture stirred for 2 h at 25° C... Product: OC=1C(=CC=2C=CCCC2C1)C#N (3-hydroxy-5,6-dihydro-naphthalene-2-carbonitrile). Reactants: Cl (HCl), OC=1C(=CC=2C(CCCC2C1)=O)C#N (3-hydroxy-8-oxo-5,6,7,8-tetrahydronaphthalene-2-carbonitrile), [Li+].[BH4-] (LiBH4), O (water). Procedure: To the suspension of 3-hydroxy-8-oxo-5,6,7,8-tetrahydronaphthalene-2-carbonitrile from (150 mg, 0.8 mmol) in 2 mL anhydrous THF was added 2M LiBH4 in THF (0.6 mL, 1.2 mmol, 1.5 eq) and 0.5 mL anhydrous methanol. The reaction was shaken at 40° C. for 2 h. To this was added 5 mL water and some 1N HCl until pH=2. The mixture was extracted with ethyl acetate 3 times and dried down with genavac at high temperature. The resulting dark liquid (about 100 mg) was used directly in the next step reaction. Reaction SMILES: [OH:1][C:2]1[C:3]([C:13]#[N:14])=[CH:4][C:5]2[C:6](=O)[CH2:7][CH2:8][CH2:9][C:10]=2[CH:11]=1.[Li+].[BH4-].O.Cl>C1COCC1.CO>[OH:1][C:2]1[C:3]([C:13]#[N:14])=[CH:4][C:5]2[CH:6]=[CH:7][CH2:8][CH2:9][C:10]=2[CH:11]=1 |f:1.2|. Conditions: temperature 40 celsius, time 2 hour. Solvent: C1CCOC1 (THF), CO (methanol), C1CCOC1 (THF).